This data is from the Open Reaction Database (ORD), a public repository of structured organic reaction records. The task is: describe an organic reaction: reactants, conditions, products, and yield Reactants: O1C(=CC=C1)C1=C2N=CN=C2N=C(N1)N (6-(2-furyl)-1H-purine-2-amine), triphenylphosphine polystyrene, N(=NC(=O)OC(C)(C)C)C(=O)OC(C)(C)C (di-tert-butyl azodicarboxylate), OCCC1=NC=CC=C1 (2-(2-hydroxyethyl)pyridine). Solvent: CN(C)C=O (DMF), C1CCOC1 (THF). Conditions: time 10 minute. Yields the product O1C(=CC=C1)C1=C2N=CN(C2=NC(=N1)N)CCC1=NC=CC=C1 (6-(2-Furyl)-9-(2-(2-pyridyl)ethyl)-9H-purine-2-amine). Yield: 47.0%. As a reaction SMILES: [O:1]1[CH:5]=[CH:4][CH:3]=[C:2]1[C:6]1[NH:14][C:13]([NH2:15])=[N:12][C:11]2[C:7]=1[N:8]=[CH:9][N:10]=2.O[CH2:17][CH2:18][C:19]1[CH:24]=[CH:23][CH:22]=[CH:21][N:20]=1.N(C(OC(C)(C)C)=O)=NC(OC(C)(C)C)=O>CN(C=O)C.C1COCC1>[O:1]1[CH:5]=[CH:4][CH:3]=[C:2]1[C:6]1[N:14]=[C:13]([NH2:15])[N:12]=[C:11]2[C:7]=1[N:8]=[CH:9][N:10]2[CH2:17][CH2:18][C:19]1[CH:24]=[CH:23][CH:22]=[CH:21][N:20]=1. Procedure: A mixture of 6-(2-furyl)-1H-purine-2-amine (50 mg, 0.25 mmol) and triphenylphosphine polystyrene (0.21 g, 0.62 mmol) in anhydrous DMF (0.5 mL) and anhydrous THF (2 mL) was treated with 2-(2-hydroxyethyl)pyridine (61 mg, 0.50 mmol), shaken at room temperature for 10 min, treated with di-tert-butyl azodicarboxylate (0.115 g, 0.50 mmol), shaken for 16 h, filtered and the filtrate concentrated in vacuo and purified by chromatography [SiO2; CH2Cl2-MeOH (100:5)] to give the title compound (36 mg, 47%)... The reactants are CC1=CC=C(S1)C1=CC(SC2=CC(=C(C=C12)C#CC1=CC=C(C(=O)OCC)C=C1)F)(C)C (ethyl 4-[[4-(5-methyl-2-thienyl)-2,2-dimethyl-7-fluoro(2H)-thiochromen-6-yl]-ethynyl]-benzoate), CC1=CC=C(S1)C1=CC(SC2=CC(=C(C=C12)C#CC1=CC=C(C(=O)OCC)C=C1)F)(C)C (ethyl 4-[[4-(5-methyl-2-thienyl)-2,2-dimethyl-7-fluoro(2H)-thiochromen-6-yl]-ethynyl]-benzoate), [OH-].[Na+] (NaOH), aqueous solution, Cl (HCl). Solvent: C1CCOC1 (THF), CCO (EtOH). Reaction conditions: temperature 45 celsius, time 8 hour. The product is CC1=CC=C(S1)C1=CC(SC2=CC(=C(C=C12)C#CC1=CC=C(C(=O)O)C=C1)F)(C)C (4-[[4-(5-methyl-2-thienyl)-2,2-dimethyl-7-fluoro-(2H)-thiochromen-6-yl]-ethynyl]-benzoic acid). Yield: 92.1%. As a reaction SMILES: [CH3:1][C:2]1[S:6][C:5]([C:7]2[C:16]3[C:11](=[CH:12][C:13]([F:30])=[C:14]([C:17]#[C:18][C:19]4[CH:29]=[CH:28][C:22]([C:23]([O:25]CC)=[O:24])=[CH:21][CH:20]=4)[CH:15]=3)[S:10][C:9]([CH3:32])([CH3:31])[CH:8]=2)=[CH:4][CH:3]=1.[OH-].[Na+].Cl>C1COCC1.CCO>[CH3:1][C:2]1[S:6][C:5]([C:7]2[C:16]3[C:11](=[CH:12][C:13]([F:30])=[C:14]([C:17]#[C:18][C:19]4[CH:20]=[CH:21][C:22]([C:23]([OH:25])=[O:24])=[CH:28][CH:29]=4)[CH:15]=3)[S:10][C:9]([CH3:32])([CH3:31])[CH:8]=2)=[CH:4][CH:3]=1 |f:1.2|. Reported procedure: To a solution of ethyl 4-[[4-(5-methyl-2-thienyl)-2,2-dimethyl-7-fluoro(2H)-thiochromen-6-yl]-ethynyl]-benzoate (Compound 214, 58.0 mg, 0.125 mmol) in 2.0 mL THF and 2.0 mL EtOH was added NaOH (80.0 mg, 2.0 mmol, 2.0 mL of a 1M aqueous solution). The resulting solution was heated to 45° C. and stirred overnight. Upon cooling to room temperature the reaction mixture was acidified with 10% aqueous HCl and extracted with EtOAc. The combined organic layers were washed with H2O, saturated aqueous NaC... The reactants are [Ag+], C1COCCO1, COc1ccc(CNc2ccc3c(c2)COC3=C2C(=O)Nc3ccccc32)c(OC)c1, CCN(C(C)C)C(C)C, ICCN1CCOCC1, O=S(=O)([O-])C(F)(F)F. The product is COc1ccc(CN(CCN2CCOCC2)c2ccc3c(c2)COC3=C2C(=O)Nc3ccccc32)c(OC)c1. RXN SMILES: [Ag+:64].[CH2:50]1[O:51][CH2:52][CH2:53][O:54][CH2:55]1.[CH3:1][O:2][c:3]1[c:4]([CH2:5][NH:6][c:7]2[cH:8][c:9]3[c:13]([cH:14][cH:15]2)[C:12](=[C:16]2[C:17](=[O:25])[NH:18][c:19]4[cH:20][cH:21][cH:22][cH:23][c:24]42)[O:11][CH2:10]3)[cH:26][cH:27][c:28]([O:30][CH3:31])[cH:29]1.[CH:41]([N:42]([CH2:43][CH3:44])[CH:45]([CH3:46])[CH3:47])([CH3:48])[CH3:49].[I:32][CH2:33][CH2:34][N:35]1[CH2:36][CH2:37][O:38][CH2:39][CH2:40]1.[S:56]([O-:57])([C:58]([F:59])([F:60])[F:61])(=[O:62])=[O:63]>>[CH3:1][O:2][c:3]1[c:4]([CH2:5][N:6]([c:7]2[cH:8][c:9]3[c:13]([cH:14][cH:15]2)[C:12](=[C:16]2[C:17](=[O:25])[NH:18][c:19]4[cH:20][cH:21][cH:22][cH:23][c:24]42)[O:11][CH2:10]3)[CH2:33][CH2:34][N:35]2[CH2:36][CH2:37][O:38][CH2:39][CH2:40]2)[cH:26][cH:27][c:28]([O:30][CH3:31])[cH:29]1. The reactants are C=CCc1cc(C(C)=O)c(O)cc1OCCCCC#N, ClCCl, O=C(OO)c1cccc(Cl)c1. Product: CC(=O)c1cc(CC2CO2)c(OCCCCC#N)cc1O. As a reaction SMILES: [C:1]([CH3:2])(=[O:3])[c:4]1[cH:5][c:6]([CH2:18][CH:19]=[CH2:20])[c:7]([O:8][CH2:9][CH2:10][CH2:11][CH2:12][C:13]#[N:14])[cH:15][c:16]1[OH:17].[CH2:32]([Cl:33])[Cl:34].[OH:21][O:22][C:23]([c:24]1[cH:25][c:26]([Cl:27])[cH:28][cH:29][cH:30]1)=[O:31]>>[C:1]([CH3:2])(=[O:3])[c:4]1[cH:5][c:6]([CH2:18][CH:19]2[CH2:20][O:21]2)[c:7]([O:8][CH2:9][CH2:10][CH2:11][CH2:12][C:13]#[N:14])[cH:15][c:16]1[OH:17].